This data is from the Open Reaction Database (ORD), a public repository of structured organic reaction records. The task is: describe an organic reaction: reactants, conditions, products, and yield Reactants: O=C([O-])[O-], COC(=O)Cn1cccc1C(=O)c1ccccc1, COC=O, [H-], [K+], [K+], [Na+], CN(C)C=O. The product is COC(=O)C(=CO)n1cccc1C(=O)c1ccccc1. RXN SMILES: [C:25](=[O:26])([O-:27])[O-:28].[C:3]([c:4]1[cH:5][cH:6][cH:7][cH:8][cH:9]1)(=[O:10])[c:11]1[n:12]([CH2:16][C:17](=[O:18])[O:19][CH3:20])[cH:13][cH:14][cH:15]1.[CH:21](=[O:22])[O:23][CH3:24].[H-:1].[K+:29].[K+:30].[Na+:2].[O:31]=[CH:32][N:33]([CH3:34])[CH3:35]>>[C:3]([c:4]1[cH:5][cH:6][cH:7][cH:8][cH:9]1)(=[O:10])[c:11]1[n:12]([C:16]([C:17](=[O:18])[O:19][CH3:20])=[CH:21][OH:22])[cH:13][cH:14][cH:15]1. The reactants are COC1=C(COCCCOC2=CC=C(C=C2)C2C(CNCC2)OCC2=CC=CC3=C2NC(=N3)C(=O)OC)C=CC=C1 (methyl 7-(4-{4-[3-(2-methoxybenzyloxy)propoxy]phenyl}piperidin-3-yloxymethyl)-1H-benzoimidazole-2-carboxylate), C(O)([O-])=O.[Na+] (sodium hydrogencarbonate), [H-].[Al+3].[Li+].[H-].[H-].[H-] (lithium aluminium hydride). Run in O1CCCC1 (tetrahydrofuran). Conditions: time 2 hour. The product is COC1=C(COCCCOC2=CC=C(C=C2)C2C(CNCC2)OCC2=CC=CC3=C2NC(=N3)CO)C=CC=C1 ([7-(4-{4-[3-(2-Methoxybenzyloxy)propoxy]phenyl}piperidin-3-yloxymethyl)-1H-benzoimidazol-2-yl]methanol), SiO2. Reaction SMILES: [CH3:1][O:2][C:3]1[CH:41]=[CH:40][CH:39]=[CH:38][C:4]=1[CH2:5][O:6][CH2:7][CH2:8][CH2:9][O:10][C:11]1[CH:16]=[CH:15][C:14]([CH:17]2[CH2:22][CH2:21][NH:20][CH2:19][CH:18]2[O:23][CH2:24][C:25]2[C:30]3[NH:31][C:32]([C:34](OC)=[O:35])=[N:33][C:29]=3[CH:28]=[CH:27][CH:26]=2)=[CH:13][CH:12]=1.[H-].[Al+3].[Li+].[H-].[H-].[H-].C(=O)([O-])O.[Na+]>O1CCCC1>[CH3:1][O:2][C:3]1[CH:41]=[CH:40][CH:39]=[CH:38][C:4]=1[CH2:5][O:6][CH2:7][CH2:8][CH2:9][O:10][C:11]1[CH:12]=[CH:13][C:14]([CH:17]2[CH2:22][CH2:21][NH:20][CH2:19][CH:18]2[O:23][CH2:24][C:25]2[C:30]3[NH:31][C:32]([CH2:34][OH:35])=[N:33][C:29]=3[CH:28]=[CH:27][CH:26]=2)=[CH:15][CH:16]=1 |f:1.2.3.4.5.6,7.8|. Procedure details: The solution of 0.100 g of methyl 7-(4-{4-[3-(2-methoxybenzyloxy)propoxy]phenyl}piperidin-3-yloxymethyl)-1H-benzoimidazole-2-carboxylate (Example 247) and 5.0 ml of tetrahydrofuran is cooled to 0° C. and admixed with 0.028 g of lithium aluminium hydride. The mixture is kept at room temperature over 2 hours. The reaction mixture is poured onto 1M sodium hydrogencarbonate solution and extracted with ethyl acetate (2×25 ml). The organic phases are washed with brine (20 ml, dried over sodium sulphat... Starting materials: CC(C)=O, Cc1cc(=O)n2nc(SCC3=C(C(=O)O)N4C(=O)C(N)C4SC3)sc2n1, [N-]=[N+]=C(c1ccccc1)c1ccccc1. Yields the product Cc1cc(=O)n2nc(SCC3=C(C(=O)OC(c4ccccc4)c4ccccc4)N4C(=O)C(N)C4SC3)sc2n1. As a reaction SMILES: [CH3:42][C:43](=[O:44])[CH3:45].[NH2:1][CH:2]1[CH:3]2[S:4][CH2:5][C:6]([CH2:14][S:15][c:16]3[n:17][n:18]4[c:19]([n:20][c:21]([CH3:25])[cH:22][c:23]4=[O:24])[s:26]3)=[C:7]([C:11](=[O:12])[OH:13])[N:8]2[C:9]1=[O:10].[c:27]1([C:33](=[N+:34]=[N-:35])[c:36]2[cH:37][cH:38][cH:39][cH:40][cH:41]2)[cH:28][cH:29][cH:30][cH:31][cH:32]1>>[NH2:1][CH:2]1[CH:3]2[S:4][CH2:5][C:6]([CH2:14][S:15][c:16]3[n:17][n:18]4[c:19]([n:20][c:21]([CH3:25])[cH:22][c:23]4=[O:24])[s:26]3)=[C:7]([C:11]([O:12][CH:33]([c:27]3[cH:28][cH:29][cH:30][cH:31][cH:32]3)[c:36]3[cH:37][cH:38][cH:39][cH:40][cH:41]3)=[O:13])[N:8]2[C:9]1=[O:10]. Starting materials: O.C(C=O)(=O)O (Glyoxylic acid hydrate), Cl (hydrochloric acid), N (ammonia), C1(CC1)CC=1NC=CC1 (2-Cyclopropylmethyl pyrrole). The solvent is C(C)OCC (Diethyl ether). Conditions: time 2 hour. The product is C1(CC1)CC1=CC=C(N1)C(N)C(=O)O (2-(5-Cyclopropylmethyl-2-pyrrolyl)glycine). RXN SMILES: O.[C:2]([OH:6])(=[O:5])[CH:3]=O.[NH3:7].[CH:8]1([CH2:11][C:12]2[NH:13][CH:14]=[CH:15][CH:16]=2)[CH2:10][CH2:9]1.Cl>C(OCC)C>[CH:8]1([CH2:11][C:12]2[NH:13][C:14]([CH:3]([C:2]([OH:6])=[O:5])[NH2:7])=[CH:15][CH:16]=2)[CH2:10][CH2:9]1 |f:0.1|. Procedure details: Glyoxylic acid hydrate (8.3 g., 0.09 mole) was dissolved in 0.880 sp. gr. ammonia solution (50 ml.) and the solution heated to 50°-60°. 2-Cyclopropylmethyl pyrrole (10.9 g., 0.09 mole) was added dropwise and the resulting mixture stirred at 50°-60° for 2 hours. Diethyl ether (50 ml.) was added to the cool reaction mixture. Filtration gave a solid which was washed with diethyl ether (50 ml.). The filtrate was shaken and the aqueous phase separated and combined with the filtered solid to give a sl... Starting materials: BrC=1C(=C(C=CC1)B(O)O)C ((3-Bromo-2-methylphenyl)boronic acid), BrC=1C=NC=CC1 (3-bromopyridine), C(=O)([O-])[O-].[Na+].[Na+] (Na2CO3). Reaction conditions: temperature 110 celsius. Yields the product BrC=1C(=C(C=CC1)C=1C=NC=CC1)C (3-(3-Bromo-2-methyl-phenyl)-pyridine). The reagents and catalysts are C=1C=CC(=CC1)[P](C=2C=CC=CC2)(C=3C=CC=CC3)[Pd]([P](C=4C=CC=CC4)(C=5C=CC=CC5)C=6C=CC=CC6)([P](C=7C=CC=CC7)(C=8C=CC=CC8)C=9C=CC=CC9)[P](C=1C=CC=CC1)(C=1C=CC=CC1)C=1C=CC=CC1 (Pd(PPh3)4). Reported procedure: (3-Bromo-2-methylphenyl)boronic acid (3 g, 13.96 mmol) and 3-bromopyridine (2.69 ml, 27.92 mmol) in toluene (24 ml) were stirred under argon, then Na2CO3 (5.18 g, 48.86 mmol) and Pd(PPh3)4 (161 mg, 0.14 mmol) were added and the reaction was heated to 110° C. for 48 h. The solvent was evaporated and after addition of ethyl acetate the organic layer was filtered through Celite, then washed with water and dried with Na2SO4, evaporated to dryness and the product was obtained and used without further... Run in C1(=CC=CC=C1)C (toluene). RXN SMILES: [Br:1][C:2]1[C:3]([CH3:11])=[C:4](B(O)O)[CH:5]=[CH:6][CH:7]=1.Br[C:13]1[CH:14]=[N:15][CH:16]=[CH:17][CH:18]=1.C([O-])([O-])=O.[Na+].[Na+]>C1(C)C=CC=CC=1.C1C=CC([P]([Pd]([P](C2C=CC=CC=2)(C2C=CC=CC=2)C2C=CC=CC=2)([P](C2C=CC=CC=2)(C2C=CC=CC=2)C2C=CC=CC=2)[P](C2C=CC=CC=2)(C2C=CC=CC=2)C2C=CC=CC=2)(C2C=CC=CC=2)C2C=CC=CC=2)=CC=1>[Br:1][C:2]1[C:3]([CH3:11])=[C:4]([C:13]2[CH:14]=[N:15][CH:16]=[CH:17][CH:18]=2)[CH:5]=[CH:6][CH:7]=1 |f:2.3.4,^1:35,37,56,75|. Reactants: BrCc1ccccc1, Cc1nc(N)c2[nH]cnc2n1, [K+], [K+], O=C([O-])[O-], CN(C)C=O, O. The product is Cc1nc(N)c2ncn(Cc3ccccc3)c2n1. Reaction SMILES: [Br:7][CH2:8][c:9]1[cH:10][cH:11][cH:12][cH:13][cH:14]1.[CH3:15][c:16]1[n:17][c:18]([NH2:25])[c:19]2[nH:20][cH:21][n:22][c:23]2[n:24]1.[K+:1].[K+:2].[O-:3][C:4]([O-:5])=[O:6].[O:26]=[CH:27][N:28]([CH3:29])[CH3:30].[OH2:31]>>[CH2:8]([c:9]1[cH:10][cH:11][cH:12][cH:13][cH:14]1)[n:22]1[cH:21][n:20][c:19]2[c:18]([NH2:25])[n:17][c:16]([CH3:15])[n:24][c:23]21. Starting materials: COC(C(C1=CC=C(C=C1)O)=O)=O (4-hydroxy-alpha-oxobenzeneacetic acid methyl ester), S(C)(=O)(=O)[O-] (mesylate), C1(=CC=CC=C1)C1=CC=C(OCCO)C=C1 (2-(4-phenylphenoxy)ethanol), [H-].[Na+] (sodium hydride). Run in CN(C=O)C (dimethylformamide). Conditions: temperature 60 celsius, time 15 minute. Product: COC(C(C1=CC=C(C=C1)OCCOC1=CC=C(C=C1)C1=CC=CC=C1)=O)=O (4-[[2-[4-(1,1'-biphenyl)oxy]ethyl]oxy]-alpha-oxobenzeneacetic acid methyl ester). The yield is 29.7%. As a reaction SMILES: [CH3:1][O:2][C:3](=[O:13])[C:4](=[O:12])[C:5]1[CH:10]=[CH:9][C:8]([OH:11])=[CH:7][CH:6]=1.[H-].[Na+].S([O-])(=O)(=O)C.[C:21]1([C:27]2[CH:36]=[CH:35][C:30]([O:31][CH2:32][CH2:33]O)=[CH:29][CH:28]=2)[CH:26]=[CH:25][CH:24]=[CH:23][CH:22]=1>CN(C)C=O>[CH3:1][O:2][C:3](=[O:13])[C:4](=[O:12])[C:5]1[CH:10]=[CH:9][C:8]([O:11][CH2:33][CH2:32][O:31][C:30]2[CH:35]=[CH:36][C:27]([C:21]3[CH:26]=[CH:25][CH:24]=[CH:23][CH:22]=3)=[CH:28][CH:29]=2)=[CH:7][CH:6]=1 |f:1.2|. Procedure: A stirred mixture of 4-hydroxy-alpha-oxobenzeneacetic acid methyl ester (0.724 g) in dimethylformamide (10 mL) under argon was treated with 55% sodium hydride (0.175 g), stirred for 15 minutes and treated with the mesylate of 2-(4-phenylphenoxy)ethanol (1.4 g). The mixture was heated at 60° C. overnight and worked up as in Example 20. The crude dichloromethane extract was purified by HPLC (dichloromethane-hexane; 4:1) and the resulting solids were crystallized from dichloromethane-diethyl ether ... The reactants are CN(C)CCN(CCNc1ccc([N+](=O)[O-])cn1)S(=O)(=O)c1ccccc1[N+](=O)[O-], [K+], [K+], O=C([O-])[O-], CN(C)C=O. Yields the product CN(C)CCNCCNc1ccc([N+](=O)[O-])cn1. RXN SMILES: [CH3:1][N:2]([CH2:3][CH2:4][N:5]([S:6]([c:7]1[cH:8][cH:9][cH:10][cH:11][c:12]1[N+:13]([O-:14])=[O:15])(=[O:16])=[O:17])[CH2:18][CH2:19][NH:20][c:21]1[n:22][cH:23][c:24]([N+:27](=[O:28])[O-:29])[cH:25][cH:26]1)[CH3:30].[K+:31].[K+:32].[O-:33][C:34]([O-:35])=[O:36].[O:37]=[CH:38][N:39]([CH3:40])[CH3:41]>>[CH3:1][N:2]([CH2:3][CH2:4][NH:5][CH2:18][CH2:19][NH:20][c:21]1[n:22][cH:23][c:24]([N+:27](=[O:28])[O-:29])[cH:25][cH:26]1)[CH3:30]. Starting materials: CC(C)O, CC(C)=O, O=[Cr](=O)(O)O, O, C=CCOP(=O)(OCC=C)OCc1cccc2cccc(CO)c12, O=S(=O)(O)O. Yields the product C=CCOP(=O)(OCC=C)OCc1cccc2cccc(C(=O)O)c12. Reaction SMILES: [CH3:35][CH:36]([OH:37])[CH3:38].[CH3:39][C:40](=[O:41])[CH3:42].[Cr:25](=[O:26])([OH:27])([OH:28])=[O:29].[OH2:43].[P:1](=[O:2])([O:3][CH2:4][CH:5]=[CH2:6])([O:7][CH2:8][CH:9]=[CH2:10])[O:11][CH2:12][c:13]1[cH:14][cH:15][cH:16][c:17]2[cH:18][cH:19][cH:20][c:21]([CH2:23][OH:24])[c:22]12.[S:30](=[O:31])(=[O:32])([OH:33])[OH:34]>>[P:1](=[O:2])([O:3][CH2:4][CH:5]=[CH2:6])([O:7][CH2:8][CH:9]=[CH2:10])[O:11][CH2:12][c:13]1[cH:14][cH:15][cH:16][c:17]2[cH:18][cH:19][cH:20][c:21]([C:23](=[O:24])[OH:26])[c:22]12. The reactants are C(Cl)Cl (CH2Cl2), C(=O)([O-])[O-].[Na+].[Na+] (Na2CO3), ClC=1C(=NC=CC1)C1=CC(=CC=C1)C (3-chloro-2-(3-methylphenyl)pyridine), CN1C(=NC2=C1C=CC=C2)B(O)O (1-methyl-1H-benzimidazole boronic acid). The reagents and catalysts are C1=CC=C(C=C1)P([C-]2C=CC=C2)C3=CC=CC=C3.C1=CC=C(C=C1)P([C-]2C=CC=C2)C3=CC=CC=C3.Cl[Pd]Cl.[Fe+2] (PdCl2(dppf)2). The solvent is O1CCOCC1 (1,4-Dioxane). Reaction conditions: temperature 150 celsius. Yields the product CN1C=NC2=C1C=C(C=C2)C=2C(=NC=CC2)C=2C=C(C=CC2)C (1-methyl-6-(2-m-tolylpyridin-3-yl)-1H-benzo[d]imidazole). Reaction SMILES: Cl[C:2]1[C:3]([C:8]2[CH:13]=[CH:12][CH:11]=[C:10]([CH3:14])[CH:9]=2)=[N:4][CH:5]=[CH:6][CH:7]=1.[CH3:15][N:16]1[C:20]2[CH:21]=[CH:22][CH:23]=[CH:24][C:19]=2[N:18]=[C:17]1B(O)O.C(Cl)Cl.C([O-])([O-])=O.[Na+].[Na+]>C1C=CC(P(C2C=CC=CC=2)[C-]2C=CC=C2)=CC=1.C1C=CC(P(C2C=CC=CC=2)[C-]2C=CC=C2)=CC=1.Cl[Pd]Cl.[Fe+2].O1CCOCC1>[CH3:15][N:16]1[C:20]2[CH:21]=[C:22]([C:2]3[C:3]([C:8]4[CH:9]=[C:10]([CH3:14])[CH:11]=[CH:12][CH:13]=4)=[N:4][CH:5]=[CH:6][CH:7]=3)[CH:23]=[CH:24][C:19]=2[N:18]=[CH:17]1 |f:3.4.5,6.7.8.9|. Procedure details: 1,4-Dioxane (3 mL) was transferred to a microwave vial (Smith Creator®) containing 3-chloro-2-(3-methylphenyl)pyridine (100 mg, 0.49 mmol), 1-methyl-1H-benzimidazole boronic acid (95 mg, 0.54 mmol), PdCl2(dppf)2.CH2Cl2 (35 mg, 0.042 mmol) and 2M aq. Na2CO3 (0.6 mL, 1.2 mmol). Slow stream of argon was bubbled through the heterogeneous red solution while stirring the reaction mixture. The vial was capped and heated in a microwave at 150° C. for 50 min. Progress of the reaction was analyzed by LC/M...